Dataset: the Open Reaction Database (ORD), a public repository of structured organic reaction records. Task: describe an organic reaction: reactants, conditions, products, and yield Reaction conditions: temperature -70 celsius, time 30 minute. Reactants: COC(C1=C(C=CC(=C1F)[N+](=O)[O-])F)OC (2-dimethoxymethyl-1,3-difluoro-4-nitro-benzene), FC1=C(N)C=CC(=C1)I (2-fluoro-4-iodo-aniline), [Li+].C[Si](C)(C)[N-][Si](C)(C)C (LHMDS), hexanes. The product is COC(C1=C(C(=CC=C1F)[N+](=O)[O-])NC1=C(C=C(C=C1)I)F)OC ((2-Dimethoxymethyl-3-fluoro-6-nitro-phenyl)-(2-fluoro-4-iodo-phenyl)-amine). Isolated yield 56.4%. Run in C1CCOC1 (THF), C1CCOC1 (THF). As a reaction SMILES: [F:1][C:2]1[CH:8]=[C:7]([I:9])[CH:6]=[CH:5][C:3]=1[NH2:4].[Li+].C[Si]([N-][Si](C)(C)C)(C)C.[CH3:20][O:21][CH:22]([O:34][CH3:35])[C:23]1[C:28](F)=[C:27]([N+:30]([O-:32])=[O:31])[CH:26]=[CH:25][C:24]=1[F:33]>C1COCC1>[CH3:35][O:34][CH:22]([O:21][CH3:20])[C:23]1[C:24]([F:33])=[CH:25][CH:26]=[C:27]([N+:30]([O-:32])=[O:31])[C:28]=1[NH:4][C:3]1[CH:5]=[CH:6][C:7]([I:9])=[CH:8][C:2]=1[F:1] |f:1.2|. Procedure details: To a solution of 2-fluoro-4-iodo-aniline (2.24 g, 9.43 mmol) in anhydrous THF (30 ml) under an atmosphere of nitrogen was added 1M LHMDS in hexanes (18 ml, 1M, 18.0 mmol) keeping the internal temperature below −65° C. After complete addition the reaction mixture was stirred for 30 minutes at −70° C. A solution of 2-dimethoxymethyl-1,3-difluoro-4-nitro-benzene (2.0 g, 8.58 mmol) in anhydrous THF (20 ml) was added to the reaction mixture keeping the internal temperature below −68° C. After complet...